From a dataset of the Open Reaction Database (ORD), a public repository of structured organic reaction records. describe an organic reaction: reactants, conditions, products, and yield Starting materials: COC=1C=C(C(=O)N2CC(CC2)(CCS(=O)(=O)C)C2=CC(=C(C=C2)Cl)Cl)C=C(C1OC)OC (1-(3,4,5-trimethoxy-benzoyl)-3-(3,4-dichloro-phenyl)-3-(2-methanesulfonyl-ethyl)-pyrrolidine), FC1=CC=C(CN2C(=NC3=C2C=CC=C3)C3(CCNCC3)O)C=C1 (4-[1-(4-fluoro-benzyl)-1 H-benzoimidazol-2-yl]-4-hydroxy-piperidine), C([O-])([O-])=O.[K+].[K+] (potassium carbonate), C(C)(=O)OCC.CO (ethyl acetate methanol), C(C)(=O)OCC.CO (ethyl acetate methanol). Solvent: O1CCCC1.O (tetrahydrofuran water). Reaction conditions: time 6 day. Product: COC=1C=C(C(=O)N2CC(CC2)(C2=CC(=C(C=C2)Cl)Cl)CCN2CCC(CC2)(O)C2=NC3=C(N2CC2=CC=C(C=C2)F)C=CC=C3)C=C(C1OC)OC (1-(3,4,5-Trimethoxy-benzoyl)-3-[2-[4-[1-(4-fluoro-benzyl)-1 H-benzoimidazol-2-yl]-4-hydroxy-piperidin-1-yl]-ethyl]-3-(3,4-dichloro-phenyl)-pyrrolidine). As a reaction SMILES: [CH3:1][O:2][C:3]1[CH:4]=[C:5]([CH:27]=[C:28]([O:32][CH3:33])[C:29]=1[O:30][CH3:31])[C:6]([N:8]1[CH2:12][CH2:11][C:10]([C:19]2[CH:24]=[CH:23][C:22]([Cl:25])=[C:21]([Cl:26])[CH:20]=2)([CH2:13][CH2:14]S(C)(=O)=O)[CH2:9]1)=[O:7].[F:34][C:35]1[CH:57]=[CH:56][C:38]([CH2:39][N:40]2[C:44]3[CH:45]=[CH:46][CH:47]=[CH:48][C:43]=3[N:42]=[C:41]2[C:49]2([OH:55])[CH2:54][CH2:53][NH:52][CH2:51][CH2:50]2)=[CH:37][CH:36]=1.C(=O)([O-])[O-].[K+].[K+].C(OCC)(=O)C.CO>O1CCCC1.O>[CH3:1][O:2][C:3]1[CH:4]=[C:5]([CH:27]=[C:28]([O:32][CH3:33])[C:29]=1[O:30][CH3:31])[C:6]([N:8]1[CH2:12][CH2:11][C:10]([CH2:13][CH2:14][N:52]2[CH2:53][CH2:54][C:49]([C:41]3[N:40]([CH2:39][C:38]4[CH:56]=[CH:57][C:35]([F:34])=[CH:36][CH:37]=4)[C:44]4[CH:45]=[CH:46][CH:47]=[CH:48][C:43]=4[N:42]=3)([OH:55])[CH2:50][CH2:51]2)([C:19]2[CH:24]=[CH:23][C:22]([Cl:25])=[C:21]([Cl:26])[CH:20]=2)[CH2:9]1)=[O:7] |f:2.3.4,5.6,7.8|. Procedure: Combine 1-(3,4,5-trimethoxy-benzoyl)-3-(3,4-dichloro-phenyl)-3-(2-methanesulfonyl-ethyl)-pyrrolidine (0.20 g, 0.38 mmol) and 4-[1-(4-fluoro-benzyl)-1 H-benzoimidazol-2-yl]-4-hydroxy-piperidine (0.15 g, 0.46 mmol), and potassium carbonate (0.16 g, 1.13 mmol) in tetrahydrofuran/water (3/1) (40 mL). Heat to reflux. After 6 days, cool and evaporate in vacuo to obtain a residue. Partition the residue between dichloromethane and water. Extract the organic layer with 1 M hydrochloric acid solution, a 5... Reactants: FC1=CC(=C(C=C1)[N+](=O)[O-])OC(C)C (4-Fluoro-2-isopropoxy-1-nitrobenzene), O (water), C([O-])([O-])=O.[K+].[K+] (Potassium carbonate), FC1=CC=C(CNC)C=C1 ((4-fluorobenzyl)-(methyl)-amine). Solvent: CS(=O)C (dimethylsulfoxide). Run at temperature 90 celsius. Yields the product FC1=CC=C(CN(C)C2=CC(=C(C=C2)[N+](=O)[O-])OC(C)C)C=C1 ((4-Fluorobenzyl)-(3-isopropoxy-4-nitrophenyl)-(methyl)-amine), solid. Yield: 100.0%. As a reaction SMILES: F[C:2]1[CH:7]=[CH:6][C:5]([N+:8]([O-:10])=[O:9])=[C:4]([O:11][CH:12]([CH3:14])[CH3:13])[CH:3]=1.C(=O)([O-])[O-].[K+].[K+].[F:21][C:22]1[CH:30]=[CH:29][C:25]([CH2:26][NH:27][CH3:28])=[CH:24][CH:23]=1.O>CS(C)=O>[F:21][C:22]1[CH:30]=[CH:29][C:25]([CH2:26][N:27]([C:2]2[CH:7]=[CH:6][C:5]([N+:8]([O-:10])=[O:9])=[C:4]([O:11][CH:12]([CH3:14])[CH3:13])[CH:3]=2)[CH3:28])=[CH:24][CH:23]=1 |f:1.2.3|. Procedure: 4-Fluoro-2-isopropoxy-1-nitrobenzene (1.0 g) was dissolved in dry dimethylsulfoxide (25 mL). Potassium carbonate (1.4 g) and (4-fluorobenzyl)-(methyl)-amine (0.84 g) were added. The resulting mixture was heated to 90° C. over night. After cooling to room temperature, water (75 mL) was added, and the resulting mixture was extracted with ethyl acetate (3×75 mL). The organic phase was dried over sodium sulfate, filtered, and evaporated in vacuo to yield the title compound as slightly yellow solid (...